From a dataset of the Open Reaction Database (ORD), a public repository of structured organic reaction records. describe an organic reaction: reactants, conditions, products, and yield Reactants: acid chloride, C(C)(C)(C)C1=C(C(=C(C(=C1)C)CC(=O)O)C)O (4-t-butyl-2,6-dimethyl-3-hydroxyphenyl acetic acid), CN(C=O)C (N,N-dimethylformamide), S(=O)(Cl)Cl (thionyl chloride), chloride ion. The solvent is C1=CC=CC=C1 (benzene), C1=CC=CC=C1 (benzene). Run at time 16 hour. The product is C(C)(C)(C)C1=C(C(=C(C(=C1)C)CC(=O)Cl)C)O (4-tert.-Butyl-2,6-dimethyl-3-hydroxyphenylacetyl chloride). As a reaction SMILES: [C:1]([C:5]1[CH:10]=[C:9]([CH3:11])[C:8]([CH2:12][C:13](O)=[O:14])=[C:7]([CH3:16])[C:6]=1[OH:17])([CH3:4])([CH3:3])[CH3:2].CN(C)C=O.S(Cl)([Cl:25])=O>C1C=CC=CC=1>[C:1]([C:5]1[CH:10]=[C:9]([CH3:11])[C:8]([CH2:12][C:13]([Cl:25])=[O:14])=[C:7]([CH3:16])[C:6]=1[OH:17])([CH3:4])([CH3:3])[CH3:2]. Reported procedure: 47.2 g (0.20 moles) of 4-t-butyl-2,6-dimethyl-3-hydroxyphenyl acetic acid, and 0.4 ml of dry N,N-dimethylformamide are dispersed in 325 ml of dry benzene. To this slurry was added dropwise with stirring under a nitrogen atmosphere 28.5 g (17.5 ml, 0.24 moles) of thionyl chloride at ambient temperature. The reaction mixture was allowed to stir for 16 hours, then evaporated under reduced pressure, yielding an orange-colored solid, which proved by analysis to be the desired acid chloride. The resid... Starting materials: ClC1=NC=CN=C1Cl (2,3-dichloropyrazine), CC1=CC=C(COC(=O)N2CCC(CC2)CN)C=C1 ((4-methyl-benzyl)-4-(aminomethyl)piperidine-1-carboxylate). Yields the product CC1=CC=C(COC(=O)N2CCC(CC2)CNC2=NC=CN=C2Cl)C=C1 (4-[(3-Chloro-pyrazin-2-ylamino)-methyl]-piperidine-1-carboxylic acid 4-methyl-benzyl ester). RXN SMILES: Cl[C:2]1[C:7]([Cl:8])=[N:6][CH:5]=[CH:4][N:3]=1.[CH3:9][C:10]1[CH:27]=[CH:26][C:13]([CH2:14][O:15][C:16]([N:18]2[CH2:23][CH2:22][CH:21]([CH2:24][NH2:25])[CH2:20][CH2:19]2)=[O:17])=[CH:12][CH:11]=1>>[CH3:9][C:10]1[CH:11]=[CH:12][C:13]([CH2:14][O:15][C:16]([N:18]2[CH2:23][CH2:22][CH:21]([CH2:24][NH:25][C:2]3[C:7]([Cl:8])=[N:6][CH:5]=[CH:4][N:3]=3)[CH2:20][CH2:19]2)=[O:17])=[CH:26][CH:27]=1. Reported procedure: The title compound was prepared as described in EXAMPLE 47, reacting 2,3-dichloropyrazine with INTERMEDIATE 2a to give the title compound. M.S.(M+1): 375. The reactants are FC=1C=C(C=C(C1)F)CC(=O)O (3,5-difluorophenylacetic acid), solid, Cl.N[C@@H](C)C(=O)NC1C(N(C2=C(N(C1=O)CC1CC1)C=CC=C2)CC2CC2)=O (3-(L-Alaninyl)amino-2,4-dioxo-1,5-bis-(cyclopropylmethyl)-2,3,4,5-tetrahydro-1H-1,5-benzodiazepine Hydrochloride). Yields the product FC=1C=C(C=C(C1)F)CC(=O)N[C@@H](C)C(=O)C1(C(N(C2=C(N(C1=O)CC1CC1)C=CC=C2)CC2CC2)=O)N (3[N′-(3,5-Difluorophenylacetyl)-L-alaninyl]-amino-2,4-dioxo-1,5-bis-(cyclopropylmethyl)-2,3,4,5-tetrahydro-1H-1,5-benzodiazepine). Reaction SMILES: [F:1][C:2]1[CH:3]=[C:4]([CH2:9][C:10]([OH:12])=O)[CH:5]=[C:6]([F:8])[CH:7]=1.Cl.N[C@H](C([NH:19][CH:20]1[C:26](=[O:27])[N:25]([CH2:28][CH:29]2[CH2:31][CH2:30]2)[C:24]2[CH:32]=[CH:33][CH:34]=[CH:35][C:23]=2[N:22]([CH2:36][CH:37]2[CH2:39][CH2:38]2)[C:21]1=[O:40])=O)C>>[F:8][C:6]1[CH:5]=[C:4]([CH2:9][C:10]([NH:19][C@H:20]([C:26]([C:20]2([NH2:19])[C:26](=[O:27])[N:25]([CH2:28][CH:29]3[CH2:31][CH2:30]3)[C:24]3[CH:32]=[CH:33][CH:34]=[CH:35][C:23]=3[N:22]([CH2:36][CH:37]3[CH2:39][CH2:38]3)[C:21]2=[O:40])=[O:27])[CH3:21])=[O:12])[CH:3]=[C:2]([F:1])[CH:7]=1 |f:1.2|. Reported procedure: Following General Procedure I above using 3,5-difluorophenylacetic acid (Lancaster) and 3-(L-alaninyl)-amino-2,4-dioxo-1,5-bis-(cyclopropylmethyl)-2,3,4,5-tetrahydro-1H-1,5-benzodiazepine hydrochloride (Example 8-U), the title compound was prepared as a white solid (melting point=211-212° C.). Purification was by flash chromatography eluting with CH2Cl2/EtOAc (1:1 gradient to 2:3). Rf=0.44 (CH2Cl2/EtOAc, 1:1). Starting materials: NC=1C=C(C=CC1Cl)NC(C1=CC=C(C=C1)C#N)=O (N-(3-amino-4-chlorophenyl)-4-cyanobenzamide), N1(C=NC=C1)CCOC1=CC=C(C(=O)O)C=C1 (4-[2-(imidazol-1-yl)ethoxy]benzoic acid). Yields the product ClC1=C(C=C(C=C1)NC(C1=CC=C(C=C1)C#N)=O)NC(C1=CC=C(C=C1)OCCN1C=NC=C1)=O (N-[2-chloro-5-(4-cyanobenzamido)phenyl]-4-[2-(imidazol-1-yl)ethoxy]benzamide). The yield is 75.0%. As a reaction SMILES: [NH2:1][C:2]1[CH:3]=[C:4]([NH:9][C:10](=[O:19])[C:11]2[CH:16]=[CH:15][C:14]([C:17]#[N:18])=[CH:13][CH:12]=2)[CH:5]=[CH:6][C:7]=1[Cl:8].[N:20]1([CH2:25][CH2:26][O:27][C:28]2[CH:36]=[CH:35][C:31]([C:32](O)=[O:33])=[CH:30][CH:29]=2)[CH:24]=[CH:23][N:22]=[CH:21]1>>[Cl:8][C:7]1[CH:6]=[CH:5][C:4]([NH:9][C:10](=[O:19])[C:11]2[CH:16]=[CH:15][C:14]([C:17]#[N:18])=[CH:13][CH:12]=2)=[CH:3][C:2]=1[NH:1][C:32](=[O:33])[C:31]1[CH:30]=[CH:29][C:28]([O:27][CH2:26][CH2:25][N:20]2[CH:24]=[CH:23][N:22]=[CH:21]2)=[CH:36][CH:35]=1. Reported procedure: Using an analogous procedure to that described in Example 14, N-(3-amino-4-chlorophenyl)-4-cyanobenzamide was reacted with 4-[2-(imidazol-1-yl)ethoxy]benzoic acid (J. Med. Chem., 1985, 28, 1427) to give the title compound in 75% yield; NMR Spectrum: (DMSOd6) 4.48 (t, 2H), 4.65 (m, 2H), 7.09 (d, 1H), 7.51 (d, 1H), 7.68 (m, 3H), 7.82 (s, 1H), 8.0 (m, 4H), 8.1 (m, 2H), 8.73 (d, 1H), 9.18 (s, 1H), 9.89 (s, 1H), 10.66 (s, 1H); Mass Spectrum: M−H− 484. Reactants: N#Cc1ccc(C=O)cc1, [BH3-]C#N, O=C([O-])O, CO, Cl, O=C1Nc2ccccc2C(c2ccccc2)N1C1CCNCC1, [Na+], [Na+], C1COCCO1. The product is N#Cc1ccc(CN2CCC(N3C(=O)Nc4ccccc4C3c3ccccc3)CC2)cc1. As a reaction SMILES: [C:31](#[N:32])[c:33]1[cH:34][cH:35][c:36]([CH:37]=[O:38])[cH:39][cH:40]1.[C:41]([BH3-:42])#[N:43].[C:45](=[O:46])([OH:47])[O-:48].[CH3:50][OH:51].[ClH:30].[NH:1]1[CH2:2][CH2:3][CH:4]([N:7]2[C:8](=[O:23])[NH:9][c:10]3[cH:11][cH:12][cH:13][cH:14][c:15]3[CH:16]2[c:17]2[cH:18][cH:19][cH:20][cH:21][cH:22]2)[CH2:5][CH2:6]1.[Na+:44].[Na+:49].[O:24]1[CH2:25][CH2:26][O:27][CH2:28][CH2:29]1>>[N:1]1([CH2:37][c:36]2[cH:35][cH:34][c:33]([C:31]#[N:32])[cH:40][cH:39]2)[CH2:2][CH2:3][CH:4]([N:7]2[C:8](=[O:23])[NH:9][c:10]3[cH:11][cH:12][cH:13][cH:14][c:15]3[CH:16]2[c:17]2[cH:18][cH:19][cH:20][cH:21][cH:22]2)[CH2:5][CH2:6]1. Reactants: [Br-].[Br-].[Br-].C(CCC)[N+](CCCC)(CCCC)CCCC.C(CCC)[N+](CCCC)(CCCC)CCCC.C(CCC)[N+](CCCC)(CCCC)CCCC (tetrabutylammonium tribromide), C(C)(C)(C)C1=C(C=CC=C1)O (2-tert-butylphenol), CO (MeOH). The solvent is C(Cl)Cl (CH2Cl2). Conditions: time 8 hour. Product: BrC1=C(C=C(C=C1)C(C)(C)C)O (2-bromo-5-(1,1-dimethylethyl)phenol). Isolated yield 100.0%. As a reaction SMILES: [Br-:1].[Br-].[Br-].C([N+](CCCC)(CCCC)CCCC)CCC.C([N+](CCCC)(CCCC)CCCC)CCC.C([N+](CCCC)(CCCC)CCCC)CCC.[C:55]([C:59]1[CH:64]=[CH:63][CH:62]=[CH:61][C:60]=1O)([CH3:58])([CH3:57])[CH3:56].C[OH:67]>C(Cl)Cl>[Br:1][C:62]1[CH:63]=[CH:64][C:59]([C:55]([CH3:58])([CH3:57])[CH3:56])=[CH:60][C:61]=1[OH:67] |f:0.1.2.3.4.5|. Procedure: Dissolve tetrabutylammonium tribromide (48.1 g, 100 mmol) and 2-tert-butylphenol (15 g, 100 mmol) in CH2Cl2(180 mL) and MeOH (120 mL) at 0° C., and stir overnight. Evaporate the solvent, and partition residue between Et2O (150 mL×3) and water (200 mL). Combine organic layers, and wash with 1M HCl (aqueous, 200 mL) and brine (100 mL), dry over MgSO4, filter, and rotary evaporate to give 23 g (100%) of 2-bromo-5-(1,1-dimethylethyl)phenol as a yellowish oil. 1H NMR (400 MHz, CDCl3) δ 7.39 (d, J=8.5... Starting materials: COC(=O)C(C(=O)OC)c1cccc2c1NC(=O)C2=O, CC(=O)O, [H][H]. Yields the product COC(=O)C(C(=O)OC)c1cccc2c1NC(=O)C2. RXN SMILES: [CH3:1][O:2][C:3]([CH:4]([C:5](=[O:6])[O:7][CH3:8])[c:9]1[cH:10][cH:11][cH:12][c:13]2[c:17]1[NH:16][C:15](=[O:18])[C:14]2=[O:19])=[O:20].[CH3:23][C:24](=[O:25])[OH:26].[H:21][H:22]>>[CH3:1][O:2][C:3]([CH:4]([C:5](=[O:6])[O:7][CH3:8])[c:9]1[cH:10][cH:11][cH:12][c:13]2[c:17]1[NH:16][C:15](=[O:18])[CH2:14]2)=[O:20]. Reactants: [Al+3], CC(=O)N1CCC(C(=O)O)CC1, [Cl-], [Cl-], [Cl-], [Cl-], CC(Cl)Cl, Cl, Fc1cccc(F)c1, O=S(Cl)Cl. Product: CC(=O)N1CCC(C(=O)c2ccc(F)cc2F)CC1. As a reaction SMILES: [Al+3:26].[C:1]([CH3:2])(=[O:3])[N:4]1[CH2:5][CH2:6][CH:7]([C:10](=[O:11])[OH:12])[CH2:8][CH2:9]1.[Cl-:25].[Cl-:27].[Cl-:28].[Cl-:29].[Cl:31][CH:32]([Cl:33])[CH3:34].[ClH:30].[F:17][c:18]1[cH:19][cH:20][cH:21][c:22]([F:23])[cH:24]1.[S:13]([Cl:14])([Cl:15])=[O:16]>>[C:1]([CH3:2])(=[O:3])[N:4]1[CH2:5][CH2:6][CH:7]([C:10](=[O:12])[c:19]2[c:18]([F:17])[cH:24][c:22]([F:23])[cH:21][cH:20]2)[CH2:8][CH2:9]1. Reactants: CC(C)(C)C(=O)Cl, C1CCOC1, CCOCC, Nc1ccc2c(c1)OCO2, O. Product: CC(C)(C)C(=O)Nc1ccc2c(c1)OCO2. RXN SMILES: [C:11]([C:12]([CH3:13])([CH3:14])[CH3:15])(=[O:16])[Cl:17].[CH2:24]1[O:25][CH2:26][CH2:27][CH2:28]1.[CH3:19][CH2:20][O:21][CH2:22][CH3:23].[O:1]1[CH2:2][O:3][c:4]2[c:5]1[cH:6][cH:7][c:8]([NH2:10])[cH:9]2.[OH2:18]>>[O:1]1[CH2:2][O:3][c:4]2[c:5]1[cH:6][cH:7][c:8]([NH:10][C:11]([C:12]([CH3:13])([CH3:14])[CH3:15])=[O:16])[cH:9]2.